The task is: describe an organic reaction: reactants, conditions, products, and yield. This data is from the Open Reaction Database (ORD), a public repository of structured organic reaction records. Starting materials: C1(=CC=CC=C1)C(C=O)C1=CC=CC=C1 (diphenylacetaldehyde), C(CCC)[Li] (butyllithium), C(C)OCC (ethyl ether). Run in C1CCOC1 (THF), C1CCOC1 (THF). The product is C1(=CC=CC=C1)C(C=C)C1=CC=CC=C1 (3,3-diphenylpropene). The yield is 21.3%. The reagents and catalysts are [Br-].C[P+](C1=CC=CC=C1)(C1=CC=CC=C1)C1=CC=CC=C1 (Methyltriphenylphosphonium bromide). Reaction SMILES: [CH2:1]([Li])CCC.[C:6]1([CH:12]([C:15]2[CH:20]=[CH:19][CH:18]=[CH:17][CH:16]=2)[CH:13]=O)[CH:11]=[CH:10][CH:9]=[CH:8][CH:7]=1.C(OCC)C>[Br-].C[P+](C1C=CC=CC=1)(C1C=CC=CC=1)C1C=CC=CC=1.C1COCC1>[C:6]1([CH:12]([C:15]2[CH:20]=[CH:19][CH:18]=[CH:17][CH:16]=2)[CH:13]=[CH2:1])[CH:11]=[CH:10][CH:9]=[CH:8][CH:7]=1 |f:3.4|. Procedure: Methyltriphenylphosphonium bromide (4 g, 11.12 mmol) was added over a 15-min period to a mixture of butyllithium (7.3 ml of 1.6 M solution in THF, 11.76 mmol) and dry THF (50 ml) with stirring and under nitrogen atmosphere at <ALOKE, Temp.>° C. The reaction mixture was stirred for 2 h at room temperature and the mixture was then recooled to −78° C. A solution of diphenylacetaldehyde (2.2 g, 11.12 mmol) in dry THF(10 ml) was added to the above mixture over a 15-min period. The reaction mixture wa... Starting materials: N1CCNCCNCCC1 (1,4,7-triazacyclodecane), CN(P(N(C)C)N(C)C)C (hexamethylphosphorous triamide). The solvent is C1(=CC=CC=C1)C (toluene). Yields the product N12CCN3CCN(CCC1)P23 (1,4,7-triaza-11-phosphatricyclo[5.3.1.04,11 ] undecane). Isolated yield 88.9%. As a reaction SMILES: [NH:1]1[CH2:10][CH2:9][CH2:8][NH:7][CH2:6][CH2:5][NH:4][CH2:3][CH2:2]1.CN(C)[P:13](N(C)C)N(C)C>C1(C)C=CC=CC=1>[N:1]12[P:13]3[N:4]([CH2:5][CH2:6][N:7]3[CH2:8][CH2:9][CH2:10]1)[CH2:3][CH2:2]2. Procedure details: A solution of 5.00 g of 1,4,7-triazacyclodecane and 5.70 g of hexamethylphosphorous triamide in 50 ml. of toluene is refluxed for 48 hours. The toluene is removed under reduced pressure, and the residue is distilled through a short-path column, to give 5.31 g (89%) of 1,4,7-triaza-11-phosphatricyclo[5.3.1.04,11 ] undecane as a clear, colorless liquid having a boiling point of 96°-98° C. at 0.70 mm. The product solidifies on standing at room temperature. Reactants: C(#N)[BH3-].[Na+] (Sodium cyanoborohydride), C1(CCCC1)OC([C@H](CCOC1=C(C=C2C(=CC=NC2=C1)OC1=CC=C(C=C1)NC(C1=CC=CC=C1)=O)OC)N)=O ((S)-2-Amino-4-[4-(4-benzoylamino-phenoxy)-6-methoxy-quinolin-7-yloxy]-butyric acid cyclopentyl ester), C(C)=O (acetaldehyde), CO (methanol). The reagents and catalysts are C(C)(=O)O (acetic acid). Conditions: time 3 hour. Product: C1(CCCC1)OC([C@H](CCOC1=C(C=C2C(=CC=NC2=C1)OC1=CC=C(C=C1)NC(C1=CC=CC=C1)=O)OC)N(CC)CC)=O ((S)-4-[4-(4-Benzoylamino-phenoxy)-6-methoxy-quinolin-7-yloxy]-2-diethylamino-butyric acid cyclopentyl ester), di-TFA. Isolated yield 18.0%. As a reaction SMILES: [CH:1]1([O:6][C:7](=[O:41])[C@@H:8](N)[CH2:9][CH2:10][O:11][C:12]2[CH:21]=[C:20]3[C:15]([C:16]([O:22][C:23]4[CH:28]=[CH:27][C:26]([NH:29][C:30](=[O:37])[C:31]5[CH:36]=[CH:35][CH:34]=[CH:33][CH:32]=5)=[CH:25][CH:24]=4)=[CH:17][CH:18]=[N:19]3)=[CH:14][C:13]=2[O:38][CH3:39])[CH2:5][CH2:4][CH2:3][CH2:2]1.[CH:42](=O)[CH3:43].[C:45]([BH3-])#[N:46].[Na+].[CH3:49]O>C(O)(=O)C>[CH:1]1([O:6][C:7](=[O:41])[C@@H:8]([N:46]([CH2:45][CH3:49])[CH2:42][CH3:43])[CH2:9][CH2:10][O:11][C:12]2[CH:21]=[C:20]3[C:15]([C:16]([O:22][C:23]4[CH:28]=[CH:27][C:26]([NH:29][C:30](=[O:37])[C:31]5[CH:36]=[CH:35][CH:34]=[CH:33][CH:32]=5)=[CH:25][CH:24]=4)=[CH:17][CH:18]=[N:19]3)=[CH:14][C:13]=2[O:38][CH3:39])[CH2:2][CH2:3][CH2:4][CH2:5]1 |f:2.3|. Reported procedure: To (S)-2-Amino-4-[4-(4-benzoylamino-phenoxy)-6-methoxy-quinolin-7-yloxy]-butyric acid cyclopentyl ester (37 mg, 0.066 mmol) in anhydrous methanol (1 ml) were added acetaldehyde (4.1 μL, 0.073 mmol) and 1 drop of acetic acid. The reaction mixture was stirred at room temperature for 3 hours. Sodium cyanoborohydride (10.3 mg, 0.165 mmol) was then added and the reaction was left stirring overnight at room temperature, prior to concentration under vacuum. Purification was achieved on a prepacked Si-c... Reactants: C1COCCOCCOCCOCCO1, Cc1ccncc1S(=O)(=O)Cl, CN(Cc1c[nH]c(-c2cccnc2F)c1F)C(=O)OC(C)(C)C, [H-], [Na+], C1CCOC1, O. Product: Cc1ccncc1S(=O)(=O)n1cc(CN(C)C(=O)OC(C)(C)C)c(F)c1-c1cccnc1F. As a reaction SMILES: [CH2:26]1[O:27][CH2:28][CH2:29][O:30][CH2:31][CH2:32][O:33][CH2:34][CH2:35][O:36][CH2:37][CH2:38][O:39][CH2:40]1.[CH3:41][c:42]1[c:43]([S:48](=[O:49])(=[O:50])[Cl:51])[cH:44][n:45][cH:46][cH:47]1.[F:3][c:4]1[c:5]([CH2:16][N:17]([C:18]([O:19][C:20]([CH3:21])([CH3:22])[CH3:23])=[O:24])[CH3:25])[cH:6][nH:7][c:8]1-[c:9]1[c:10]([F:15])[n:11][cH:12][cH:13][cH:14]1.[H-:1].[Na+:2].[O:52]1[CH2:53][CH2:54][CH2:55][CH2:56]1.[OH2:57]>>[F:3][c:4]1[c:5]([CH2:16][N:17]([C:18]([O:19][C:20]([CH3:21])([CH3:22])[CH3:23])=[O:24])[CH3:25])[cH:6][n:7]([S:48]([c:43]2[c:42]([CH3:41])[cH:47][cH:46][n:45][cH:44]2)(=[O:49])=[O:50])[c:8]1-[c:9]1[c:10]([F:15])[n:11][cH:12][cH:13][cH:14]1. The product is COc1ccc2c(c1)CCC(C1CCC(O)C1(C)CC(=O)O)C2. Reactants: COc1ccc2c(c1)CCC(C1CCC(OC(C)=O)C1(C)CC(=O)O)C2, CO, [K+], [OH-], O. As a reaction SMILES: [C:1](=[O:2])([CH3:3])[O:4][CH:5]1[C:6]([CH2:22][C:23](=[O:24])[OH:25])([CH3:26])[CH:7]([CH:10]2[CH2:11][c:12]3[cH:13][cH:14][c:15]([O:20][CH3:21])[cH:16][c:17]3[CH2:18][CH2:19]2)[CH2:8][CH2:9]1.[CH3:29][OH:30].[K+:28].[OH-:27].[OH2:31]>>[OH:4][CH:5]1[C:6]([CH2:22][C:23](=[O:24])[OH:25])([CH3:26])[CH:7]([CH:10]2[CH2:11][c:12]3[cH:13][cH:14][c:15]([O:20][CH3:21])[cH:16][c:17]3[CH2:18][CH2:19]2)[CH2:8][CH2:9]1. The reactants are N(=[N+]=[N-])C=1C[C@H]2N(C1C(=O)OCC1=CC=C(C=C1)[N+](=O)[O-])C(C2)=O (p-nitrobenzyl 2-azido-carbapen-2-em-3-carboxylate), C([O-])(O)=O.[Na+] (sodium bicarbonate). The reagents and catalysts are [Pd] (palladium on charcoal). Run in O1CCOCC1 (dioxane), O (water), C(C)O (ethanol). Yields the product NC=1C[C@H]2N(C1C(=O)[O-])C(C2)=O.[Na+] (sodium 2-amino-carbapen-2-em-3-carboxylate). As a reaction SMILES: [N:1]([C:4]1[CH2:5][C@@H:6]2[CH2:23][C:22](=[O:24])[N:7]2[C:8]=1[C:9]([O:11]CC1C=CC([N+]([O-])=O)=CC=1)=[O:10])=[N+]=[N-].C(=O)(O)[O-].[Na+:29]>O1CCOCC1.O.C(O)C.[Pd]>[NH2:1][C:4]1[CH2:5][C@@H:6]2[CH2:23][C:22](=[O:24])[N:7]2[C:8]=1[C:9]([O-:11])=[O:10].[Na+:29] |f:1.2,7.8|. Reported procedure: A solution of p-nitrobenzyl 2-azido-carbapen-2-em-3-carboxylate (3.3 mg, 10 micromol) in dioxane (300 microliter), deionized water (180 microliter), absolute ethanol (25 μl), and aqueous sodium bicarbonate solution (20 microliter of 0.5M) was shaken with 10% palladium on charcoal (3.3 mg) under hydrogen (50 psig) at ambient temperature for 40 min. The mixture was centrifuged and the pellet was washed with deionzed water (3×0.3 ml). The combined supernates were extracted with ethyl acetate (3×0.4... Starting materials: CC#N, CCN(C(C)C)C(C)C, NC1CCc2cc(F)cc(F)c21, CCNC(=O)c1nc(-c2cccc(CBr)c2)cnc1N. The product is CCNC(=O)c1nc(-c2cccc(CNC3CCc4cc(F)cc(F)c43)c2)cnc1N. Reaction SMILES: [CH3:42][C:43]#[N:44].[CH:33]([N:34]([CH:35]([CH3:36])[CH3:37])[CH2:38][CH3:39])([CH3:40])[CH3:41].[F:21][c:22]1[cH:23][c:24]2[c:28]([c:29]([F:31])[cH:30]1)[CH:27]([NH2:32])[CH2:26][CH2:25]2.[NH2:1][c:2]1[c:3]([C:16](=[O:17])[NH:18][CH2:19][CH3:20])[n:4][c:5](-[c:8]2[cH:9][c:10]([CH2:14][Br:15])[cH:11][cH:12][cH:13]2)[cH:6][n:7]1>>[NH2:1][c:2]1[c:3]([C:16](=[O:17])[NH:18][CH2:19][CH3:20])[n:4][c:5](-[c:8]2[cH:9][c:10]([CH2:14][NH:32][CH:27]3[CH2:26][CH2:25][c:24]4[cH:23][c:22]([F:21])[cH:30][c:29]([F:31])[c:28]43)[cH:11][cH:12][cH:13]2)[cH:6][n:7]1. Yield: 83.8%. As a reaction SMILES: [CH:1]1([NH2:8])[CH2:7][CH2:6][CH2:5][CH2:4][CH:3]=[CH:2]1.[CH:9](=O)[C:10]1[CH:15]=[CH:14][CH:13]=[CH:12][CH:11]=1.C1C=CC=CC=1>O>[CH:9](=[N:8][CH:1]1[CH2:7][CH2:6][CH2:5][CH2:4][CH:3]=[CH:2]1)[C:10]1[CH:15]=[CH:14][CH:13]=[CH:12][CH:11]=1. The product is C(C1=CC=CC=C1)=NC1C=CCCCC1 (N-benzylidene-2-cycloheptenylamine). Run in O (water). Reactants: C1(C=CCCCC1)N (2-cycloheptenylamine), C(C1=CC=CC=C1)=O (benzaldehyde), C1=CC=CC=C1 (benzene). Procedure details: A mixture of 2-cycloheptenylamine (11.1 g, 0.1 mole), benzaldehyde (10.6 g, 0.1 mole) and benzene (50 ml) was heated under reflux, and resulting water was removed by azeotropic distillation. The mixture was concentrated to obtain 16.7 g of N-benzylidene-2-cycloheptenylamine [Compound (280)]. Reactants: ClC1=C(C(=O)C=2C(=NOC2C2CC2)C(=O)OCC)C=CC(=C1)SC (Ethyl 4-(2-chloro-4-methylsulphenylbenzoyl]-5-cyclopropylisoxazole-3-carboxylate), [OH-].[Na+] (sodium hydroxide). Run in C(C)O (ethanol), O (water). Reaction conditions: time 2 hour. The product is ClC1=C(C(=O)C=2C(=NOC2C2CC2)C(=O)O)C=CC(=C1)SC (4-(2-chloro-4-methylsulphenylbenzoyl)-5-cyclopropylisoxazole-3-carboxylic acid). Isolated yield 94.8%. Reaction SMILES: [Cl:1][C:2]1[CH:22]=[C:21]([S:23][CH3:24])[CH:20]=[CH:19][C:3]=1[C:4]([C:6]1[C:7]([C:14]([O:16]CC)=[O:15])=[N:8][O:9][C:10]=1[CH:11]1[CH2:13][CH2:12]1)=[O:5].[OH-].[Na+]>C(O)C.O>[Cl:1][C:2]1[CH:22]=[C:21]([S:23][CH3:24])[CH:20]=[CH:19][C:3]=1[C:4]([C:6]1[C:7]([C:14]([OH:16])=[O:15])=[N:8][O:9][C:10]=1[CH:11]1[CH2:13][CH2:12]1)=[O:5] |f:1.2|. Reported procedure: Ethyl 4-(2-chloro-4-methylsulphenylbenzoyl]-5-cyclopropylisoxazole-3-carboxylate (2.4 g) was added to a stirred solution of sodium hydroxide (2.2 g) in ethanol and water while maintaining the temperature below 0° C. The mixture was stirred at below 0° C. for 2 hours. The mixture was carefully acidified to pH1 at 0° C. and the solid was filtered off and dried to give 4-(2-chloro-4-methylsulphenylbenzoyl)-5-cyclopropylisoxazole-3-carboxylic acid (2.1 g) as an off-white solid, m.p. 106°-108° C. (de... The product is Cc1nc(S(C)(=O)=O)ccc1[N+](=O)[O-]. Reactants: Cc1nc(Br)ccc1[N+](=O)[O-], CS(=O)[O-], CS(C)=O, [Na+]. Reaction SMILES: [Br:1][c:2]1[cH:3][cH:4][c:5]([N+:9](=[O:10])[O-:11])[c:6]([CH3:8])[n:7]1.[CH3:12][S:13](=[O:14])[O-:15].[CH3:17][S:18]([CH3:19])=[O:20].[Na+:16]>>[c:2]1([S:13]([CH3:12])(=[O:14])=[O:15])[cH:3][cH:4][c:5]([N+:9](=[O:10])[O-:11])[c:6]([CH3:8])[n:7]1.